Dataset: the Open Reaction Database (ORD), a public repository of structured organic reaction records. Task: describe an organic reaction: reactants, conditions, products, and yield Starting materials: Br, CC[Mg]Cl, CSSC, C1CCOC1, BrC1=C(c2cccc3sccc23)N2CCN=C2S1. Yields the product CSC1=C(c2cccc3sccc23)N2CCN=C2S1. RXN SMILES: [BrH:1].[CH3:20][CH2:21][Mg:22][Cl:23].[CH3:24][S:25][S:26][CH3:27].[O:28]1[CH2:29][CH2:30][CH2:31][CH2:32]1.[s:2]1[c:3]2[c:4]([cH:5][cH:6]1)[c:7]([C:11]1=[C:15]([Br:16])[S:14][C:13]3=[N:17][CH2:18][CH2:19][N:12]13)[cH:8][cH:9][cH:10]2>>[s:2]1[c:3]2[c:4]([cH:5][cH:6]1)[c:7]([C:11]1=[C:15]([S:25][CH3:24])[S:14][C:13]3=[N:17][CH2:18][CH2:19][N:12]13)[cH:8][cH:9][cH:10]2. Reactants: [K] (potassium), CN(C1=CC=C(C(C2=CC=C(C=C2)N(C)C)C2=C(C(=O)O)C=C(C=C2)N(C)C)C=C1)C (2-[4,4'-bis(dimethylamino)benzhydryl]-5-dimethylaminobenzoic acid). The product is CN(C1=CC=C(C=C1)C1(OC(=O)C2=CC(=CC=C12)N(C)C)C1=CC=C(C=C1)N(C)C)C (3,3-bis(4-dimethylaminophenyl)-6-dimethylaminophthalide). As a reaction SMILES: [K].[CH3:2][N:3]([CH3:32])[C:4]1[CH:31]=[CH:30][C:7]([CH:8]([C:18]2[CH:26]=[CH:25][C:24]([N:27]([CH3:29])[CH3:28])=[CH:23][C:19]=2[C:20]([OH:22])=[O:21])[C:9]2[CH:14]=[CH:13][C:12]([N:15]([CH3:17])[CH3:16])=[CH:11][CH:10]=2)=[CH:6][CH:5]=1>>[CH3:17][N:15]([CH3:16])[C:12]1[CH:11]=[CH:10][C:9]([C:8]2([C:7]3[CH:6]=[CH:5][C:4]([N:3]([CH3:2])[CH3:32])=[CH:31][CH:30]=3)[C:18]3[C:19](=[CH:23][C:24]([N:27]([CH3:29])[CH3:28])=[CH:25][CH:26]=3)[C:20](=[O:22])[O:21]2)=[CH:14][CH:13]=1 |^1:0|. Procedure: Employing a procedure similar to that described in Example 1, part C above, the potassium salt solution of 2-[4,4'-bis(dimethylamino)benzhydryl]-5-dimethylaminobenzoic acid from A was oxidized to obtain 3,3-bis(4-dimethylaminophenyl)-6-dimethylaminophthalide (Formula I: R=CH3 ; X=H; Y=Z=4-(CH3)2NC6H4) a tan-colored solid. Reactants: ClC1=CC=2C3=C(NC2C=C1)CCN(CC3)C (9-Chloro-3-methyl-1,2,3,4,5,6-hexahydroazepino[4,5-b]indole), ClCC(=O)N1CCCC1 (2-chloro-1-(pyrrolidin-1-yl)ethanone), N1[C@H](C(=O)O)CCC1 (L-proline), [O-]P(=O)([O-])[O-].[K+].[K+].[K+] (K3PO4). The reagents and catalysts are [Cu]I (CuI). Run in CN(C)C=O (DMF). Reaction conditions: time 10 minute. The product is ClC1=CC=2C3=C(N(C2C=C1)CC(=O)N1CCCC1)CCN(CC3)C (2-(9-chloro-3-methyl-2,3,4,5-tetrahydroazepino[4,5-b]indol-6(1H)-yl)-1-(pyrrolidin-1-yl)ethanone). Isolated yield 10.1%. As a reaction SMILES: [Cl:1][C:2]1[CH:10]=[CH:9][C:8]2[NH:7][C:6]3[CH2:11][CH2:12][N:13]([CH3:16])[CH2:14][CH2:15][C:5]=3[C:4]=2[CH:3]=1.N1CCC[C@H]1C(O)=O.[O-]P([O-])([O-])=O.[K+].[K+].[K+].Cl[CH2:34][C:35]([N:37]1[CH2:41][CH2:40][CH2:39][CH2:38]1)=[O:36]>[Cu]I.CN(C=O)C>[Cl:1][C:2]1[CH:10]=[CH:9][C:8]2[N:7]([CH2:34][C:35]([N:37]3[CH2:41][CH2:40][CH2:39][CH2:38]3)=[O:36])[C:6]3[CH2:11][CH2:12][N:13]([CH3:16])[CH2:14][CH2:15][C:5]=3[C:4]=2[CH:3]=1 |f:2.3.4.5|. Reported procedure: The title compound was prepared by following general procedure 7. 9-Chloro-3-methyl-1,2,3,4,5,6-hexahydroazepino[4,5-b]indole (100 mg, 0.43 mmol), was taken into DMF. CuI (8 mg, 0.043 mmol), L-proline (10 mg, 0.086 mmol), K3PO4 (183 mg, 0.86 mmol) were added to the solution and stirred for 10 min. at RT. 2-chloro-1-(pyrrolidin-1-yl)ethanone (75 mg, 0.51 mmol) was added dropwise. The reaction mixture was heated at 90° C. for 12 h. After completion of reaction, the reaction mixture was filtered th... The reactants are Br, CCO, CC(=O)O, NN=CSCc1ccc(C(=O)O)cc1, [Na+], [OH-], O, Cc1ccc(OS(=O)(=O)CCc2cccs2)cc1. Yields the product O=C(O)c1ccc(CSCCc2cccs2)cc1. Reaction SMILES: [BrH:1].[CH3:34][CH2:35][OH:36].[CH3:40][C:41](=[O:42])[OH:43].[NH2:2][N:3]=[CH:4][S:5][CH2:6][c:7]1[cH:8][cH:9][c:10]([C:11](=[O:12])[OH:13])[cH:14][cH:15]1.[Na+:38].[OH-:37].[OH2:39].[s:16]1[c:17]([CH2:21][CH2:22][S:23]([O:24][c:25]2[cH:26][cH:27][c:28]([CH3:29])[cH:30][cH:31]2)(=[O:32])=[O:33])[cH:18][cH:19][cH:20]1>>[CH2:4]([S:5][CH2:6][c:7]1[cH:8][cH:9][c:10]([C:11](=[O:12])[OH:13])[cH:14][cH:15]1)[CH2:21][c:17]1[s:16][cH:20][cH:19][cH:18]1. Reactants: COC(CC=1C=C(C(=CC1)OC)C1=C(C=C(C=C1)C(F)(F)F)C=O)=O ((2′-formyl-6-methoxy-4′-trifluoromethyl-biphenyl-3-yl)-acetic acid methyl ester), C1(CCCC1)N (cyclopentylamine). The product is COC(CC=1C=C(C(=CC1)OC)C1=C(C=C(C=C1)C(F)(F)F)CNC1CCCC1)=O ((2′-Cyclopentylaminomethyl-6-methoxy-4′-trifluoromethyl-biphenyl-3-yl)-acetic acid methyl ester). As a reaction SMILES: [CH3:1][O:2][C:3](=[O:25])[CH2:4][C:5]1[CH:6]=[C:7]([C:13]2[CH:18]=[CH:17][C:16]([C:19]([F:22])([F:21])[F:20])=[CH:15][C:14]=2[CH:23]=O)[C:8]([O:11][CH3:12])=[CH:9][CH:10]=1.[CH:26]1([NH2:31])[CH2:30][CH2:29][CH2:28][CH2:27]1>>[CH3:1][O:2][C:3](=[O:25])[CH2:4][C:5]1[CH:6]=[C:7]([C:13]2[CH:18]=[CH:17][C:16]([C:19]([F:22])([F:20])[F:21])=[CH:15][C:14]=2[CH2:23][NH:31][CH:26]2[CH2:30][CH2:29][CH2:28][CH2:27]2)[C:8]([O:11][CH3:12])=[CH:9][CH:10]=1. Reported procedure: Prepared according to the procedure described in Example 1, Step 5, using the following starting materials: (2′-formyl-6-methoxy-4′-trifluoromethyl-biphenyl-3-yl)-acetic acid methyl ester and cyclopentylamine. The yield is 69.0%. Product: IC1=NC(=NC=C1)SC (4-Iodo-2-methylthiopyrimidine). Reaction conditions: time 30 minute. Starting materials: ClC1=NC(=NC=C1)SC (4-Chloro-2-methylthiopyrimidine), I (hydriodic acid), resultant suspension, C([O-])([O-])=O.[Na+].[Na+] (sodium carbonate), C([O-])(O)=O.[Na+] (sodium bicarbonate). Procedure: 4-Chloro-2-methylthiopyrimidine (5 g, 31.15 mmol) was added dropwise to a cooled 57% aqueous hydriodic acid solution (0° C.). Stirring was continued at 0° C. for 30 minutes, before warming to ambient temperature and stirring for 24 hours. Aqueous sodium bicarbonate was then carefully added and the resultant suspension basified to pH 9 by addition of sodium carbonate. The mixture was extracted with ethyl acetate and the extracts dried over magnesium sulfate and concentrated by reduced pressure. T... Reaction SMILES: Cl[C:2]1[CH:7]=[CH:6][N:5]=[C:4]([S:8][CH3:9])[N:3]=1.[IH:10].C(=O)(O)[O-].[Na+].C(=O)([O-])[O-].[Na+].[Na+]>>[I:10][C:2]1[CH:7]=[CH:6][N:5]=[C:4]([S:8][CH3:9])[N:3]=1 |f:2.3,4.5.6|. Starting materials: CCOC1CNCCC1NC(=O)c1nc(Cl)c(CC)[nH]1, Cl, O=C(O)C(=O)Nc1ccccc1, CN(C)C=O. Product: CCOC1CN(C(=O)C(=O)Nc2ccccc2)CCC1NC(=O)c1nc(Cl)c(CC)[nH]1. Reaction SMILES: [Cl:2][c:3]1[n:4][c:5]([C:10](=[O:11])[NH:12][CH:13]2[CH:14]([O:19][CH2:20][CH3:21])[CH2:15][NH:16][CH2:17][CH2:18]2)[nH:6][c:7]1[CH2:8][CH3:9].[ClH:1].[NH:22]([c:23]1[cH:24][cH:25][cH:26][cH:27][cH:28]1)[C:29]([C:30](=[O:31])[OH:32])=[O:33].[O:34]=[CH:35][N:36]([CH3:37])[CH3:38]>>[Cl:2][c:3]1[n:4][c:5]([C:10](=[O:11])[NH:12][CH:13]2[CH:14]([O:19][CH2:20][CH3:21])[CH2:15][N:16]([C:30]([C:29]([NH:22][c:23]3[cH:24][cH:25][cH:26][cH:27][cH:28]3)=[O:33])=[O:31])[CH2:17][CH2:18]2)[nH:6][c:7]1[CH2:8][CH3:9]. Reactants: BrC1=CC=C2C=NC(=NN21)SC (7-Bromo-2-methylsulfanyl-pyrrolo[2,1-f][1,2,4]triazine), CC1(OB(OC1(C)C)C1=C(C=CC=C1)OC(C)=O)C (Acetic acid 2-(4,4,5,5-tetramethyl-[1,3,2]dioxaborolan-2-yl)-phenyl ester), C([O-])([O-])=O.[Na+].[Na+] (Sodium carbonate), O (Water), C1(=CC=CC=C1)P(C1=CC=CC=C1)C1=CC=CC=C1 (Triphenylphosphine). Reagents/catalysts: C(C)(=O)[O-].[Pd+2].C(C)(=O)[O-] (Palladium Acetate). Solvent: CN(C=O)C (N,N-Dimethylformamide). Run at time 10 minute. The product is CSC1=NN2C(C=N1)=CC=C2C2=C(C=CC=C2)O (2-(2-Methylsulfanyl-pyrrolo[2,1-f][1,2,4]triazin-7-yl)-phenol). Yield: 91.5%. As a reaction SMILES: C1(P(C2C=CC=CC=2)C2C=CC=CC=2)C=CC=CC=1.Br[C:21]1[N:29]2[C:24]([CH:25]=[N:26][C:27]([S:30][CH3:31])=[N:28]2)=[CH:23][CH:22]=1.CC1(C)C(C)(C)OB([C:40]2[CH:45]=[CH:44][CH:43]=[CH:42][C:41]=2[O:46]C(=O)C)O1.C(=O)([O-])[O-].[Na+].[Na+].O>C([O-])(=O)C.[Pd+2].C([O-])(=O)C.CN(C)C=O>[CH3:31][S:30][C:27]1[N:26]=[CH:25][C:24]2=[CH:23][CH:22]=[C:21]([C:40]3[CH:45]=[CH:44][CH:43]=[CH:42][C:41]=3[OH:46])[N:29]2[N:28]=1 |f:3.4.5,7.8.9|. Reported procedure: Into a 8-dram vial, Palladium Acetate (0.050 g, 0.022 mol) and Triphenylphosphine (0.16 g, 0.063 mmol) were added. The mixture was purged under an atmosphere of Nitrogen for 10 minutes. 1,4-Dioxane (17.1 mL,) was added and stirred for 10 minutes at room temperature. 7-Bromo-2-methylsulfanyl-pyrrolo[2,1-f][1,2,4]triazine (0.550 g, 2.25 mmol), Acetic acid 2-(4,4,5,5-tetramethyl-[1,3,2]dioxaborolan-2-yl)-phenyl ester (1.18 g, 4.51 mmol), N,N-Dimethylformamide (34 mL), and 1.50 M of Sodium carbonate... Reactants: O[C@H]1C[C@@H]2CC[C@H]3[C@@H]4CC[C@@H]([C@@]4(C)CC([C@@H]3[C@]2(C[C@@H]1N1CC(OCC1)(C)C)C)=O)C#N ((2β,3α,5α,17β)-3-hydroxy-2-(2,2-dimethyl-4-morpholinyl)androstane-11-one-17-carbonitrile), C(CC(O)(C(=O)O)CC(=O)O)(=O)O (citric acid). Solvent: C(C)O (ethanol). Reaction conditions: time 5 minute. The product is O[C@H]1C[C@@H]2CC[C@H]3[C@@H]4CC[C@@H]([C@@]4(C)CC([C@@H]3[C@]2(C[C@@H]1N1CC(OCC1)(C)C)C)=O)C#N.OC(CC(=O)[O-])(CC(=O)[O-])C(=O)[O-] ((2β,3α,5α,17β)-3-hydroxy-2-(2,2-dimethyl-4-morpholinyl)androstane-11-one-17-carbonitrile 2-hydroxy-1,2,3-propanetricarboxylate), salt. Reaction SMILES: [OH:1][C@@H:2]1[C@@H:19]([N:20]2[CH2:25][CH2:24][O:23][C:22]([CH3:27])([CH3:26])[CH2:21]2)[CH2:18][C@@:17]2([CH3:28])[C@@H:4]([CH2:5][CH2:6][C@@H:7]3[C@@H:16]2[C:15](=[O:29])[CH2:14][C@@:12]2([CH3:13])[C@H:8]3[CH2:9][CH2:10][C@@H:11]2[C:30]#[N:31])[CH2:3]1.[C:32]([OH:44])(=[O:43])[CH2:33][C:34]([CH2:39][C:40]([OH:42])=[O:41])([C:36]([OH:38])=[O:37])[OH:35]>C(O)C>[OH:1][C@@H:2]1[C@@H:19]([N:20]2[CH2:25][CH2:24][O:23][C:22]([CH3:26])([CH3:27])[CH2:21]2)[CH2:18][C@@:17]2([CH3:28])[C@@H:4]([CH2:5][CH2:6][C@@H:7]3[C@@H:16]2[C:15](=[O:29])[CH2:14][C@@:12]2([CH3:13])[C@H:8]3[CH2:9][CH2:10][C@@H:11]2[C:30]#[N:31])[CH2:3]1.[OH:35][C:34]([C:36]([O-:38])=[O:37])([CH2:39][C:40]([O-:42])=[O:41])[CH2:33][C:32]([O-:44])=[O:43] |f:3.4|. Procedure: A mixture of (2β,3α,5α,17β)-3-hydroxy-2-(2,2-dimethyl-4-morpholinyl)androstane-11-one-17-carbonitrile (500 mg) and citric acid (224 mg) in ethanol (5 ml) was stirred for 5 min. Removal of the solvent under reduced pressure and crystallisation from dichloromethane-diethyl ether afforded (2β,3α,5α,17β)-3-hydroxy-2-(2,2-dimethyl-4-morpholinyl)androstane-11-one-17-carbonitrile 2-hydroxy-1,2,3-propanetricarboxylate (1:1) salt (427 mg). [α]D +80.8° (c 0.5).